Task: describe an organic reaction: reactants, conditions, products, and yield. Dataset: the Open Reaction Database (ORD), a public repository of structured organic reaction records Reactants: Cl (hydrochloric acid), C1(=CC=CC=C1)P(C1=CC=CC=C1)C1=CC=CC=C1 (triphenylphosphine), C1(CCCC1)OC=1C=C(C=CC1OC)C1(CCC2(CC1)OCCO2)C#C (4-(3-cyclopentyloxy-4-methoxyphenyl)-1,1-(ethylenedioxy)-4-ethynylcyclohexane), IC1=CC(=C(C=C1)O)[N+](=O)[O-] (4-iodonitrophenol). Reagents/catalysts: C=1C=CC(=CC1)[P](C=2C=CC=CC2)(C=3C=CC=CC3)[Pd]([P](C=4C=CC=CC4)(C=5C=CC=CC5)C=6C=CC=CC6)([P](C=7C=CC=CC7)(C=8C=CC=CC8)C=9C=CC=CC9)[P](C=1C=CC=CC1)(C=1C=CC=CC1)C=1C=CC=CC1 (tetrakis(triphenylphosphine)palladium(0)), [Cu]I (copper(I) iodide). The solvent is O (water), N1CCCCC1 (piperidine). Run at temperature 80 celsius. Yields the product C1(CCCC1)OC=1C=C(C=CC1OC)C1(CCC2(CC1)OCCO2)C#CC2=CC=C(C=C2)[N+](=O)[O-] (4-(3-cyclopentyloxy-4-methoxyphenyl)-1,1-(ethylenedioxy)-4-(4-nitrophenylethynyl)cyclohexane). Reaction SMILES: [CH:1]1([O:6][C:7]2[CH:8]=[C:9]([C:15]3([C:25]#[CH:26])[CH2:20][CH2:19][C:18]4([O:24][CH2:23][CH2:22][O:21]4)[CH2:17][CH2:16]3)[CH:10]=[CH:11][C:12]=2[O:13][CH3:14])[CH2:5][CH2:4][CH2:3][CH2:2]1.I[C:28]1[CH:33]=[CH:32][C:31](O)=[C:30]([N+:35]([O-:37])=[O:36])[CH:29]=1.C1(P(C2C=CC=CC=2)C2C=CC=CC=2)C=CC=CC=1.Cl>N1CCCCC1.C1C=CC([P]([Pd]([P](C2C=CC=CC=2)(C2C=CC=CC=2)C2C=CC=CC=2)([P](C2C=CC=CC=2)(C2C=CC=CC=2)C2C=CC=CC=2)[P](C2C=CC=CC=2)(C2C=CC=CC=2)C2C=CC=CC=2)(C2C=CC=CC=2)C2C=CC=CC=2)=CC=1.[Cu]I.O>[CH:1]1([O:6][C:7]2[CH:8]=[C:9]([C:15]3([C:25]#[C:26][C:33]4[CH:32]=[CH:31][C:30]([N+:35]([O-:37])=[O:36])=[CH:29][CH:28]=4)[CH2:20][CH2:19][C:18]4([O:21][CH2:22][CH2:23][O:24]4)[CH2:17][CH2:16]3)[CH:10]=[CH:11][C:12]=2[O:13][CH3:14])[CH2:2][CH2:3][CH2:4][CH2:5]1 |^1:67,69,88,107|. Procedure details: To a solution of 4-(3-cyclopentyloxy-4-methoxyphenyl)-1,1-(ethylenedioxy)-4-ethynylcyclohexane (0.15 g, 0.42 mmol) and 4-iodonitrophenol (0.11 g, 0.42 mmol) in piperidine (2 mL) under an argon atmosphere were added tetrakis(triphenylphosphine)palladium(0) (0.02 g, 4%), copper(I) iodide (0.005 g, 6%) and a small crystal of triphenylphosphine. After heating at 80° C. for 0.5 h, water and 1N hydrochloric acid were added. The mixture was extracted three times with dichloromethane, the extract was dr...